From a dataset of the Open Reaction Database (ORD), a public repository of structured organic reaction records. describe an organic reaction: reactants, conditions, products, and yield Starting materials: C1(CC1)C1(OC(NC2=C1C=C(C=C2)B(O)O)=O)C2CC2 ((4,4-dicyclopropyl-1,4-dihydro-2-oxo-2H-3,1-benzoxazin-6-yl)boronic acid), BrC1=CC(=CC(=C1)F)Br (1,3-dibromo-5-fluorobenzene). The product is BrC=1C=C(C=C(C1)F)C1=CC2=C(NC(OC2(C2CC2)C2CC2)=O)C=C1 (6-(3-Bromo-5-fluoro-phenyl)-4,4-dicyclopropyl-1,4-dihydrobenzo-[d][1,3]oxazin-2-one). Reaction SMILES: [CH:1]1([C:4]2([CH:18]3[CH2:20][CH2:19]3)[C:9]3[CH:10]=[C:11](B(O)O)[CH:12]=[CH:13][C:8]=3[NH:7][C:6](=[O:17])[O:5]2)[CH2:3][CH2:2]1.[Br:21][C:22]1[CH:27]=[C:26]([F:28])[CH:25]=[C:24](Br)[CH:23]=1>>[Br:21][C:22]1[CH:23]=[C:24]([C:11]2[CH:12]=[CH:13][C:8]3[NH:7][C:6](=[O:17])[O:5][C:4]([CH:18]4[CH2:20][CH2:19]4)([CH:1]4[CH2:3][CH2:2]4)[C:9]=3[CH:10]=2)[CH:25]=[C:26]([F:28])[CH:27]=1. Procedure details: Prepared according to Procedure B from (4,4-dicyclopropyl-1,4-dihydro-2-oxo-2H-3,1-benzoxazin-6-yl)boronic acid and 1,3-dibromo-5-fluorobenzene. A white solid: mp 228-229° C.; 1H-NMR (DMSO-d6) δ 10.3 (s, 1H), 7.76-7.72 (m, 2H), 7.65 (dd, 1H, J=8.32, 1.74 Hz), 7.60 (d, 1H, J=10.36 Hz), 7.51 (d, 1H, J=8.3 Hz), 6.93 (d, 1H, J=8.31 Hz), 1.63-1.54 (m, 2H), 0.58-0.41 (m, 6H), 0.30-0.28 (m, 2H); MS (APCI) m/z 402/404 ([M−H]−, 100%); Anal. Calc. For C20H17BrFNO2: C, 58.48; H, 4.17; N, 3.41. Found: C, 58... Reported procedure: A solution of the product of Example 53 (2 g) in propan-2-ol (50 ml) and sodium borohydride (1 g) were heated under reflux for 2 hours. The mixture was allowed to stand for 16 hours at ambient temperature and was poured into water (500 ml). The resulting mixture was extracted with ether and the ether extracts were dried and evaporated to give 6-[1-(3,4-dichlorophenyl)cyclobutyl]-6-dimethylaminohexan-2-ol as an oil the boiling point of which was not determined. As a reaction SMILES: [Cl:1][C:2]1[CH:3]=[C:4]([C:9]2([CH:13]([N:20]([CH3:22])[CH3:21])[CH2:14][CH2:15][CH2:16][C:17](=[O:19])[CH3:18])[CH2:12][CH2:11][CH2:10]2)[CH:5]=[CH:6][C:7]=1[Cl:8].[BH4-].[Na+].O>CC(O)C>[Cl:1][C:2]1[CH:3]=[C:4]([C:9]2([CH:13]([N:20]([CH3:22])[CH3:21])[CH2:14][CH2:15][CH2:16][CH:17]([OH:19])[CH3:18])[CH2:10][CH2:11][CH2:12]2)[CH:5]=[CH:6][C:7]=1[Cl:8] |f:1.2|. Product: ClC=1C=C(C=CC1Cl)C1(CCC1)C(CCCC(C)O)N(C)C (6-[1-(3,4-dichlorophenyl)cyclobutyl]-6-dimethylaminohexan-2-ol). Starting materials: ClC=1C=C(C=CC1Cl)C1(CCC1)C(CCCC(C)=O)N(C)C (6-[1-(3,4-dichlorophenyl)cyclobutyl]-6-dimethylaminohexan-2-one), [BH4-].[Na+] (sodium borohydride), O (water). Reaction conditions: time 16 hour. Run in CC(C)O (propan-2-ol). Reactants: [H-].[H-].[H-].[H-].[Li+].[Al+3] (LAH), C(CCCCC)C=1C=C(C(=O)OC)C=CC1OC (Methyl 3-hexyl-4-methoxybenzoate), C1CCOC1 (THF), [OH-].[Na+] (sodium hydroxide). Solvent: O (water), O (water), CCOCC (Ether). Run at time 1 hour. Yields the product crude product, C(CCCCC)C=1C=C(C=CC1OC)CO ((3-hexyl4-methoxyphenyl)methanol). As a reaction SMILES: [CH2:1]([C:7]1[CH:8]=[C:9]([CH:14]=[CH:15][C:16]=1[O:17][CH3:18])[C:10](OC)=[O:11])[CH2:2][CH2:3][CH2:4][CH2:5][CH3:6].C1COCC1.[H-].[H-].[H-].[H-].[Li+].[Al+3].[OH-].[Na+]>CCOCC.O>[CH2:1]([C:7]1[CH:8]=[C:9]([CH2:10][OH:11])[CH:14]=[CH:15][C:16]=1[O:17][CH3:18])[CH2:2][CH2:3][CH2:4][CH2:5][CH3:6] |f:2.3.4.5.6.7,8.9|. Procedure details: Methyl 3-hexyl-4-methoxybenzoate (93.2 mg, 0.372 mmol) and THF (2 ml) were mixed in a stream of argon. To this solution was added LAH (19 mg, 0.5 mmol) under ice-cooling, and the mixture was stirred for 1 hour. To this reaction mixture were successively added dropwise water (0.019 ml), a 1N aqueous sodium hydroxide solution (0.019 ml) and water (0.06 ml). Ether (20 ml) was added, and the mixture was vigorously stirred for 1 hour. The inorganic salt was filtered off, and the filtrate was concentr... Reactants: C(CC)C1=NC2=C(N1CC1=CC=C(C=C1)C1=C(C=CC=C1)C#N)C=C(C=C2CC)C2=NC1=C(N2C)C=CC=C1 (4'-[(2-n-propyl-4-ethyl-6-(1-methylbenzimidazol-2-yl)-benzimidazol-1-yl)-methyl]-2-cyano-biphenyl), [N-]=[N+]=[N-].[Na+] (sodium azide). Run in CN(C=O)C (dimethylformamide). Product: C(CC)C1=NC2=C(N1CC1=CC=C(C=C1)C1=C(C=CC=C1)C1=NN=NN1)C=C(C=C2CC)C2=NC1=C(N2C)C=CC=C1 (4'-[(2-n-Propyl-4-ethyl-6-(1-methylbenzimidazol-2-yl)-benzimidazol-1-yl)-methyl]-2-(1H-tetrazol-5-yl)-biphenyl). RXN SMILES: [CH2:1]([C:4]1[N:8]([CH2:9][C:10]2[CH:15]=[CH:14][C:13]([C:16]3[CH:21]=[CH:20][CH:19]=[CH:18][C:17]=3[C:22]#[N:23])=[CH:12][CH:11]=2)[C:7]2[CH:24]=[C:25]([C:30]3[N:34]([CH3:35])[C:33]4[CH:36]=[CH:37][CH:38]=[CH:39][C:32]=4[N:31]=3)[CH:26]=[C:27]([CH2:28][CH3:29])[C:6]=2[N:5]=1)[CH2:2][CH3:3].[N-:40]=[N+:41]=[N-:42].[Na+]>CN(C)C=O>[CH2:1]([C:4]1[N:8]([CH2:9][C:10]2[CH:11]=[CH:12][C:13]([C:16]3[CH:21]=[CH:20][CH:19]=[CH:18][C:17]=3[C:22]3[NH:42][N:41]=[N:40][N:23]=3)=[CH:14][CH:15]=2)[C:7]2[CH:24]=[C:25]([C:30]3[N:34]([CH3:35])[C:33]4[CH:36]=[CH:37][CH:38]=[CH:39][C:32]=4[N:31]=3)[CH:26]=[C:27]([CH2:28][CH3:29])[C:6]=2[N:5]=1)[CH2:2][CH3:3] |f:1.2|. Procedure: Prepared analogously to Example 10 from 4'-[(2-n-propyl-4-ethyl-6-(1-methylbenzimidazol-2-yl)-benzimidazol-1-yl)-methyl]-2-cyano-biphenyl and sodium azide in dimethylformamide.